describe an organic reaction: reactants, conditions, products, and yield From a dataset of the Open Reaction Database (ORD), a public repository of structured organic reaction records. Reactants: CC=1SC(=CN1)C(=O)O (2-methylthiazole-5-carboxylic acid), C1CN2CCN1CC2 (triethylenediamine), C(=O)(Cl)Cl (phosgene). Solvent: C=1(C(=CC=CC1)C)C (xylene). Run at time 2 hour. Yields the product CC=1SC(=CN1)C(=O)Cl (2-methylthiazole-5-carboxylic acid chloride). As a reaction SMILES: [CH3:1][C:2]1[S:3][C:4]([C:7]([OH:9])=O)=[CH:5][N:6]=1.C1N2CCN(CC2)C1.C(Cl)([Cl:20])=O>C1(C)C(C)=CC=CC=1>[CH3:1][C:2]1[S:3][C:4]([C:7]([Cl:20])=[O:9])=[CH:5][N:6]=1. Procedure details: In a similar apparatus to Example 1, 10.0 g (0.07 mole) of 2-methylthiazole-5-carboxylic acid were suspended in 100 ml of xylene, followed by the addition of 0.03 g of triethylenediamine. Under heating and reflux, phosgene was blown at a rate of 930 ml/hr for 6 hours (0.25 mole). After completion of the blowing, stirring was continued for additional 2 hours. After completion of the reaction, the reaction mixture was filtered and the filtrate was concentrated to obtain 10.5 g of 2-methylthiazole-... Starting materials: [Zn].CC[C@H]([C@@H]1[C@H](C[C@@](O1)(CC)[C@H]2CC[C@@]([C@@H](O2)C)(CC)O)C)C(=O)[C@@H](C)[C@H]([C@H](C)CCC=3C=CC(=C(C3C(=O)O)O)C)O (zinc lasalocid), CC[C@H](C)[C@H]1C(=O)N[C@@H](C(=O)N[C@H](C(=O)N[C@@H](C(=O)N[C@H](C(=O)NCCCC[C@@H](C(=O)N[C@@H](C(=O)N1)CCCN)NC(=O)[C@H]([C@@H](C)CC)NC(=O)[C@@H](CCC(=O)O)NC(=O)[C@H](CC(C)C)NC(=O)[C@@H]2CSC(=N2)[C@H]([C@@H](C)CC)N)CC(=O)N)CC(=O)O)CC3=CN=CN3)CC=4C=CC=CC4 (bacitracin). Solvent: CO (methanol). Reaction conditions: time 24 hour. Product: CC[C@H](C)[C@H]1C(=O)N[C@@H](C(=O)N[C@H](C(=O)N[C@@H](C(=O)N[C@H](C(=O)NCCCC[C@@H](C(=O)N[C@@H](C(=O)N1)CCCN)NC(=O)[C@H]([C@@H](C)CC)NC(=O)[C@@H](CCC(=O)O)NC(=O)[C@H](CC(C)C)NC(=O)[C@@H]2CSC(=N2)[C@H]([C@@H](C)CC)N)CC(=O)N)CC(=O)O)CC3=CN=CN3)CC=4C=CC=CC4.[Zn].CC[C@H]([C@@H]1[C@H](C[C@@](O1)(CC)[C@H]2CC[C@@]([C@@H](O2)C)(CC)O)C)C(=O)[C@@H](C)[C@H]([C@H](C)CCC=3C=CC(=C(C3C(=O)O)O)C)O (Bacitracin Zn Lasalocid). As a reaction SMILES: [Zn:1].[CH3:2][CH2:3][C@@H:4]([C:23]([C@H:25]([C@@H:27]([OH:43])[C@@H:28]([CH2:30][CH2:31][C:32]1[CH:33]=[CH:34][C:35]([CH3:42])=[C:36]([OH:41])[C:37]=1[C:38]([OH:40])=[O:39])[CH3:29])[CH3:26])=[O:24])[C@H:5]1[O:9][C@@:8]([C@@H:12]2[O:17][C@@H:16]([CH3:18])[C@@:15]([OH:21])([CH2:19][CH3:20])[CH2:14][CH2:13]2)([CH2:10][CH3:11])[CH2:7][C@@H:6]1[CH3:22].[CH3:44][CH2:45][C@@H:46]([C@@H:48]1[NH:79][C:77](=[O:78])[C@@H:76]([CH2:80][CH2:81][CH2:82][NH2:83])[NH:75][C:73](=[O:74])[C@@H:72]([NH:84][C:85]([C@@H:87]([NH:92][C:93]([C@H:95]([NH:101][C:102]([C@@H:104]([NH:109][C:110]([C@H:112]2[N:116]=[C:115]([C@@H:117]([NH2:122])[C@H:118]([CH2:120][CH3:121])[CH3:119])[S:114][CH2:113]2)=[O:111])[CH2:105][CH:106]([CH3:108])[CH3:107])=[O:103])[CH2:96][CH2:97][C:98]([OH:100])=[O:99])=[O:94])[C@H:88]([CH2:90][CH3:91])[CH3:89])=[O:86])[CH2:71][CH2:70][CH2:69][CH2:68][NH:67][C:65](=[O:66])[C@H:64]([CH2:123][C:124]([NH2:126])=[O:125])[NH:63][C:61](=[O:62])[C@@H:60]([CH2:127][C:128]([OH:130])=[O:129])[NH:59][C:57](=[O:58])[C@H:56]([CH2:131][C:132]2[NH:136][CH:135]=[N:134][CH:133]=2)[NH:55][C:53](=[O:54])[C@@H:52]([CH2:137][C:138]2[CH:139]=[CH:140][CH:141]=[CH:142][CH:143]=2)[NH:51][C:49]1=[O:50])[CH3:47]>CO>[CH3:44][CH2:45][C@@H:46]([C@@H:48]1[NH:79][C:77](=[O:78])[C@@H:76]([CH2:80][CH2:81][CH2:82][NH2:83])[NH:75][C:73](=[O:74])[C@@H:72]([NH:84][C:85]([C@@H:87]([NH:92][C:93]([C@H:95]([NH:101][C:102]([C@@H:104]([NH:109][C:110]([C@H:112]2[N:116]=[C:115]([C@@H:117]([NH2:122])[C@H:118]([CH2:120][CH3:121])[CH3:119])[S:114][CH2:113]2)=[O:111])[CH2:105][CH:106]([CH3:107])[CH3:108])=[O:103])[CH2:96][CH2:97][C:98]([OH:100])=[O:99])=[O:94])[C@H:88]([CH2:90][CH3:91])[CH3:89])=[O:86])[CH2:71][CH2:70][CH2:69][CH2:68][NH:67][C:65](=[O:66])[C@H:64]([CH2:123][C:124]([NH2:126])=[O:125])[NH:63][C:61](=[O:62])[C@@H:60]([CH2:127][C:128]([OH:130])=[O:129])[NH:59][C:57](=[O:58])[C@H:56]([CH2:131][C:132]2[NH:136][CH:135]=[N:134][CH:133]=2)[NH:55][C:53](=[O:54])[C@@H:52]([CH2:137][C:138]2[CH:139]=[CH:140][CH:141]=[CH:142][CH:143]=2)[NH:51][C:49]1=[O:50])[CH3:47].[Zn:1].[CH3:2][CH2:3][C@@H:4]([C:23]([C@H:25]([C@@H:27]([OH:43])[C@@H:28]([CH2:30][CH2:31][C:32]1[CH:33]=[CH:34][C:35]([CH3:42])=[C:36]([OH:41])[C:37]=1[C:38]([OH:40])=[O:39])[CH3:29])[CH3:26])=[O:24])[C@H:5]1[O:9][C@@:8]([C@@H:12]2[O:17][C@@H:16]([CH3:18])[C@@:15]([OH:21])([CH2:19][CH3:20])[CH2:14][CH2:13]2)([CH2:10][CH3:11])[CH2:7][C@@H:6]1[CH3:22] |f:0.1,4.5.6|. Procedure: A solution of 2.5 g of zinc lasalocid in 50 ml of methanol was stirred and 3.0 g of regular bacitracin was added. The mixture was stirred to dissolve all solids. The resulting solution was set aside and held at ambient temperature for 24 hours. The precipitated complex was isolated, rinsed with methanol, and dried; wt. 2.3 g. Analytical sample was recrystallized from methylene chloride and methanol. The crude complex was dissolved at room temperature in a mixture of 90% methylene chloride and 10... Reactants: NC(C(O)C1=CC=C(C=C1)F)CC1=CC=C(C=C1)C(F)(F)F ((1RS,2SR)-2-amino-1-(4-fluorophenyl)-3-(4-(trifluoromethyl)phenyl)-1-propanol), C1(=CC=CC=C1)CC(=O)Cl (phenylacetyl chloride), C(O)([O-])=O.[Na+] (sodium hydrogen carbonate). Run in C(C)(=O)OCC (ethyl acetate), O (water). Run at time 8 hour. The product is FC1=CC=C(C=C1)C(C(CC1=CC=C(C=C1)C(F)(F)F)NC(CC1=CC=CC=C1)=O)O (N-((1RS,2SR)-2-(4-fluorophenyl)-2-hydroxy-1-((4-(trifluoromethyl)phenyl)methyl)ethyl)-2-phenylacetamide). Yield: 93.0%. Reaction SMILES: [NH2:1][CH:2]([CH2:12][C:13]1[CH:18]=[CH:17][C:16]([C:19]([F:22])([F:21])[F:20])=[CH:15][CH:14]=1)[CH:3]([C:5]1[CH:10]=[CH:9][C:8]([F:11])=[CH:7][CH:6]=1)[OH:4].[C:23]1([CH2:29][C:30](Cl)=[O:31])[CH:28]=[CH:27][CH:26]=[CH:25][CH:24]=1.C(=O)([O-])O.[Na+]>C(OCC)(=O)C.O>[F:11][C:8]1[CH:9]=[CH:10][C:5]([CH:3]([OH:4])[CH:2]([NH:1][C:30](=[O:31])[CH2:29][C:23]2[CH:28]=[CH:27][CH:26]=[CH:25][CH:24]=2)[CH2:12][C:13]2[CH:18]=[CH:17][C:16]([C:19]([F:22])([F:20])[F:21])=[CH:15][CH:14]=2)=[CH:6][CH:7]=1 |f:2.3|. Reported procedure: To a solution of (1RS,2SR)-2-amino-1-(4-fluorophenyl)-3-(4-(trifluoromethyl)phenyl)-1-propanol (450 mg, 1.44 mmol) in ethyl acetate (20 ml) were added phenylacetyl chloride (285 ml, 2.15 mmol) and saturated aqueous sodium hydrogen carbonate (20 ml) and the mixture was stirred overnight at room temperature. The reaction solution was diluted with water (100 ml), and extracted with ethyl acetate (100 ml×2). The extract was washed with saturated brine, dried over anhydrous magnesium sulfate and evap... Starting materials: ClC=1C(=NC=C(C(=O)O)C1)Cl (5,6-Dichloronicotinic acid), acid chloride, acid chloride, N (ammonia), O=S(Cl)Cl (SOCl2). The product is ClC1=NC=C(C=C1Cl)C#N (2,3-Dichloro 5-cyano pyridine), primary amide, O=S(Cl)Cl (SOCl2). Reaction SMILES: [Cl:1][C:2]1[C:3]([Cl:11])=[N:4][CH:5]=[C:6]([CH:10]=1)[C:7](O)=O.[O:12]=[S:13]([Cl:15])[Cl:14].[NH3:16]>>[Cl:11][C:3]1[C:2]([Cl:1])=[CH:10][C:6]([C:7]#[N:16])=[CH:5][N:4]=1.[O:12]=[S:13]([Cl:15])[Cl:14]. Reported procedure: 2,3-Dichloro 5-cyano pyridine 4 was prepared from 5,6-Dichloronicotinic acid (ALDRICH). The acid was converted to the acid chloride by treatment with excess SOCl2 and refluxed for 1.5 hours. The intermediate acid chloride was reacted with ammonia (aqueous) to get the primary amide which on dehydration with excess SOCl2 at reflux condition afforded 2, 3-Dichloro 5-cyano pyridine 4. [Ref. George et al J. Org. Chem, 1979, 44, 2697.]